describe an organic reaction: reactants, conditions, products, and yield From a dataset of the Open Reaction Database (ORD), a public repository of structured organic reaction records. The reactants are COC=1C(=CC2=C(CCO2)C1)N1CCNCC1 (4-(2,3-dihydro-5-methoxybenzofuran-6-yl)piperazine), C1(CC2=C1C=CC=C2)CCBr (2-(benzocyclobutan-1-yl)-1-bromoethane), C([O-])([O-])=O.[Na+].[Na+] (sodium carbonate). Run in C(C(C)C)C(=O)C (methyl isobutyl ketone). Product: C1(CC2=C1C=CC=C2)CCN2CCN(CC2)C2=CC1=C(CCO1)C=C2OC (1-[2-(Benzocyclobutan-1-yl)ethyl]-4-(2,3-dihydro-5-methoxybenzofuran-6-yl)piperazine). Yield: 70.3%. RXN SMILES: [CH3:1][O:2][C:3]1[C:4]([N:12]2[CH2:17][CH2:16][NH:15][CH2:14][CH2:13]2)=[CH:5][C:6]2[O:10][CH2:9][CH2:8][C:7]=2[CH:11]=1.[CH:18]1([CH2:26][CH2:27]Br)[C:21]2[CH:22]=[CH:23][CH:24]=[CH:25][C:20]=2[CH2:19]1.C(=O)([O-])[O-].[Na+].[Na+]>C(C(C)=O)C(C)C>[CH:18]1([CH2:26][CH2:27][N:15]2[CH2:14][CH2:13][N:12]([C:4]3[C:3]([O:2][CH3:1])=[CH:11][C:7]4[CH2:8][CH2:9][O:10][C:6]=4[CH:5]=3)[CH2:17][CH2:16]2)[C:21]2[CH:22]=[CH:23][CH:24]=[CH:25][C:20]=2[CH2:19]1 |f:2.3.4|. Procedure details: 2.21 g (8.2 mmol) of 4-(2,3-dihydro-5-methoxybenzofuran-6-yl)piperazine (Preparation 1), 1.72 g (8.2 mmol) of 2-(benzocyclobutan-1-yl)-1-bromoethane and 3.48 g (32.8 mmol) of sodium carbonate in 33 ml of methyl isobutyl ketone are heated at reflux for 14 h. The whole is evaporated to dryness, taken up in 200 ml of ethyl acetate and 100 ml of N sodium hydroxide solution and decanted, and the organic phase is washed with 100 ml of a saturated sodium chloride solution. After drying over MgSO4 and e... The reactants are Clc1cc(Br)ccc1I, CC[N+](CC)(CC)CC, CC(C)(C)[O-], CC(C)O, CC(C)[Si](Sc1cccc(C2(C(N)=O)CCOCC2)c1)(C(C)C)C(C)C, [Cl-], [Cs+], [F-], [K+], C1CCOC1, O, c1ccc(P(c2ccccc2)(c2ccccc2)[Pd](P(c2ccccc2)(c2ccccc2)c2ccccc2)(P(c2ccccc2)(c2ccccc2)c2ccccc2)P(c2ccccc2)(c2ccccc2)c2ccccc2)cc1. Yields the product NC(=O)C1(c2cccc(Sc3ccc(Br)cc3Cl)c2)CCOCC1. Reaction SMILES: [Br:27][c:28]1[cH:29][c:30]([Cl:35])[c:31]([I:34])[cH:32][cH:33]1.[CH2:46]([N+:47]([CH2:48][CH3:49])([CH2:50][CH3:51])[CH2:52][CH3:53])[CH3:54].[CH3:38][C:39]([CH3:40])([O-:41])[CH3:42].[CH:137]([OH:138])([CH3:139])[CH3:140].[CH:1]([Si:2]([CH:3]([CH3:4])[CH3:21])([S:5][c:6]1[cH:7][c:8]([C:12]2([C:18](=[O:19])[NH2:20])[CH2:13][CH2:14][O:15][CH2:16][CH2:17]2)[cH:9][cH:10][cH:11]1)[CH:22]([CH3:23])[CH3:24])([CH3:25])[CH3:26].[Cl-:45].[Cs+:37].[F-:36].[K+:43].[O:55]1[CH2:56][CH2:57][CH2:58][CH2:59]1.[OH2:44].[cH:60]1[cH:61][cH:62][c:63]([P:64]([Pd:65]([P:66]([c:67]2[cH:68][cH:69][cH:70][cH:71][cH:72]2)([c:73]2[cH:74][cH:75][cH:76][cH:77][cH:78]2)[c:79]2[cH:80][cH:81][cH:82][cH:83][cH:84]2)([P:85]([c:86]2[cH:87][cH:88][cH:89][cH:90][cH:91]2)([c:92]2[cH:93][cH:94][cH:95][cH:96][cH:97]2)[c:98]2[cH:99][cH:100][cH:101][cH:102][cH:103]2)[P:104]([c:105]2[cH:106][cH:107][cH:108][cH:109][cH:110]2)([c:111]2[cH:112][cH:113][cH:114][cH:115][cH:116]2)[c:117]2[cH:118][cH:119][cH:120][cH:121][cH:122]2)([c:123]2[cH:124][cH:125][cH:126][cH:127][cH:128]2)[c:129]2[cH:130][cH:131][cH:132][cH:133][cH:134]2)[cH:135][cH:136]1>>[S:5]([c:6]1[cH:7][c:8]([C:12]2([C:18](=[O:19])[NH2:20])[CH2:13][CH2:14][O:15][CH2:16][CH2:17]2)[cH:9][cH:10][cH:11]1)[c:31]1[c:30]([Cl:35])[cH:29][c:28]([Br:27])[cH:33][cH:32]1. The reactants are CC(C)(C)c1cc(CCC(=O)NN)cc(C(C)(C)C)c1O, CC1CCC2C(=O)OC(=O)C2C1, O, Cc1ccccc1C. Yields the product CC1CCC2C(=O)N(NC(=O)CCc3cc(C(C)(C)C)c(O)c(C(C)(C)C)c3)C(=O)C2C1. Reaction SMILES: [C:13]([CH3:14])([CH3:15])([CH3:16])[c:17]1[cH:18][c:19]([CH2:28][CH2:29][C:30](=[O:31])[NH:32][NH2:33])[cH:20][c:21]([C:24]([CH3:25])([CH3:26])[CH3:27])[c:22]1[OH:23].[CH3:1][CH:2]1[CH2:3][CH:4]2[CH:5]([C:6](=[O:7])[O:8][C:9]2=[O:10])[CH2:11][CH2:12]1.[OH2:42].[c:34]1([CH3:35])[c:36]([CH3:37])[cH:38][cH:39][cH:40][cH:41]1>>[CH3:1][CH:2]1[CH2:3][CH:4]2[CH:5]([C:6](=[O:8])[N:33]([NH:32][C:30]([CH2:29][CH2:28][c:19]3[cH:18][c:17]([C:13]([CH3:14])([CH3:15])[CH3:16])[c:22]([OH:23])[c:21]([C:24]([CH3:25])([CH3:26])[CH3:27])[cH:20]3)=[O:31])[C:9]2=[O:10])[CH2:11][CH2:12]1.